This data is from the Open Reaction Database (ORD), a public repository of structured organic reaction records. The task is: describe an organic reaction: reactants, conditions, products, and yield The reactants are CCCCCCCCCCC(Cl)C(=O)O, Cl, [K+], [OH-], O. Product: CCCCCCCCCCC(O)C(=O)O. As a reaction SMILES: [Cl:1][CH:2]([C:3](=[O:4])[OH:5])[CH2:6][CH2:7][CH2:8][CH2:9][CH2:10][CH2:11][CH2:12][CH2:13][CH2:14][CH3:15].[ClH:18].[K+:17].[OH-:16].[OH2:19]>>[CH:2]([C:3](=[O:4])[OH:5])([CH2:6][CH2:7][CH2:8][CH2:9][CH2:10][CH2:11][CH2:12][CH2:13][CH2:14][CH3:15])[OH:16]. Starting materials: [Br-], C1CCC2=NCCCN2CC1, CSc1ccccc1C=O, CO, c1ccc([P+](Cc2n[nH]c3ccccc23)(c2ccccc2)c2ccccc2)cc1. The product is CSc1ccccc1C=Cc1n[nH]c2ccccc12. Reaction SMILES: [Br-:1].[CH2:31]1[CH2:32][CH2:33][C:34]2=[N:39][CH2:38][CH2:37][CH2:36][N:35]2[CH2:40][CH2:41]1.[CH3:42][S:43][c:44]1[c:45]([CH:46]=[O:47])[cH:48][cH:49][cH:50][cH:51]1.[CH3:52][OH:53].[nH:2]1[n:3][c:4]([CH2:11][P+:12]([c:13]2[cH:14][cH:15][cH:16][cH:17][cH:18]2)([c:19]2[cH:20][cH:21][cH:22][cH:23][cH:24]2)[c:25]2[cH:26][cH:27][cH:28][cH:29][cH:30]2)[c:5]2[cH:6][cH:7][cH:8][cH:9][c:10]12>>[nH:2]1[n:3][c:4]([CH:11]=[CH:46][c:45]2[c:44]([S:43][CH3:42])[cH:51][cH:50][cH:49][cH:48]2)[c:5]2[cH:6][cH:7][cH:8][cH:9][c:10]12. Starting materials: CN1CCC(CC1)N(C)C1=CC(=CC=C1)N (1-methyl-4-(N-(3-aminophenyl)-N-methylamino)piperidine), N1=CC=CC=C1 (pyridine), FC1=C(C(=O)Cl)C(=CC=C1)F (2,6-difluorobenzoyl chloride). Run in ClCCl (dichloromethane), ClCCl (dichloromethane). Product: Cl.Cl.FC1=C(C(=O)NC2=CC(=CC=C2)N(C2CCN(CC2)C)C)C(=CC=C1)F (2,6-Difluoro-N-(3-(N-methyl-N-(1-methylpiperidin-4-yl)amino)phenyl)benzamide dihydrochloride). Isolated yield 106.0%. RXN SMILES: [CH3:1][N:2]1[CH2:7][CH2:6][CH:5]([N:8]([C:10]2[CH:15]=[CH:14][CH:13]=[C:12]([NH2:16])[CH:11]=2)[CH3:9])[CH2:4][CH2:3]1.N1C=CC=CC=1.[F:23][C:24]1[CH:32]=[CH:31][CH:30]=[C:29]([F:33])[C:25]=1[C:26]([Cl:28])=[O:27]>ClCCl>[ClH:28].[ClH:28].[F:23][C:24]1[CH:32]=[CH:31][CH:30]=[C:29]([F:33])[C:25]=1[C:26]([NH:16][C:12]1[CH:13]=[CH:14][CH:15]=[C:10]([N:8]([CH3:9])[CH:5]2[CH2:4][CH2:3][N:2]([CH3:1])[CH2:7][CH2:6]2)[CH:11]=1)=[O:27] |f:4.5.6|. Procedure: Combine 1-methyl-4-(N-(3-aminophenyl)-N-methylamino)piperidine (Preparation 11, 101 mg, 0.307 mmol), dichloromethane (6 mL) and pyridine (0.125 mL, 1.535 mmol) at 0° C. Add 2,6-difluorobenzoyl chloride (0.048 mL, 0.384 mmol) neat and continue stirring for 1 hr. Dilute with dichloromethane (5 mL) and wash with sodium hydroxide (1N aq., 2×8 mL). Combine the organic layers, dry over magnesium sulphate, filter under reduced pressure and concentrate to dryness. Purify by flash chromatography, eluting... The reactants are solution, C[Si](C)(C)C=[N+]=[N-] ((trimethylsilyl)diazomethane), C(C)OCC (diethyl ether), C(C)(C)(C)OC(=O)N[C@H]1[C@H](CCCC1)C(=O)O ((1S,2R)-2-tert-butoxycarbonylamino-1-cyclohexanecarboxylic acid), C1=CC=CC=C1 (benzene). Run in CO (methanol). Run at temperature 25 celsius, time 30 minute. The product is COC(=O)[C@@H]1[C@@H](CCCC1)NC(=O)OC(C)(C)C ((1S,2R)-2-tert-butoxycarbonylamino-1-cyclohexanecarboxylic acid methyl ester). The yield is 95.0%. Reaction SMILES: [CH3:1][Si](C=[N+]=[N-])(C)C.C(OCC)C.[C:13]([O:17][C:18]([NH:20][C@@H:21]1[CH2:26][CH2:25][CH2:24][CH2:23][C@@H:22]1[C:27]([OH:29])=[O:28])=[O:19])([CH3:16])([CH3:15])[CH3:14].C1C=CC=CC=1>CO>[CH3:1][O:28][C:27]([C@H:22]1[CH2:23][CH2:24][CH2:25][CH2:26][C@H:21]1[NH:20][C:18]([O:17][C:13]([CH3:16])([CH3:14])[CH3:15])=[O:19])=[O:29]. Procedure: A 2.0 M solution of (trimethylsilyl)diazomethane in diethyl ether (5.0 mL, 10.0 mmol) was added over 10 min to a solution of (1S,2R)-2-tert-butoxycarbonylamino-1-cyclohexanecarboxylic acid (0.994 g, 4.09 mmol; purchased from NeoMPS) in a 1:1 mixture of benzene and methanol (50 mL) at 25° C. The resulting mixture was stirred at 25° C. for 30 min, and then was partitioned between half-saturated sodium bicarbonate solution (150 mL) and ethyl acetate (2×150 mL). The combined organic layers were drie... The reactants are C(C1=CC=CC=C1)O (benzyl alcohol), CC(C)([O-])C.[K+] (potassium tert-butoxide), ClC=1N=NC=C2C1N(C(=C2)C)CC2=CC=C(C=C2)OC (7-chloro-1-(4-methoxybenzyl)-2-methylpyrrolo[2,3-d]pyridazine). Solvent: CN1C(CCC1)=O (N-methylpyrrolidone). Product: C(C1=CC=CC=C1)OC=1N=NC=C2C1N(C(=C2)C)CC2=CC=C(C=C2)OC (7-Benzyloxy-1-(4-methoxybenzyl)-2-methylpyrrolo[2,3-d]pyridazine). Yield: 80.0%. RXN SMILES: [CH2:1]([OH:8])[C:2]1[CH:7]=[CH:6][CH:5]=[CH:4][CH:3]=1.CC(C)([O-])C.[K+].Cl[C:16]1[N:17]=[N:18][CH:19]=[C:20]2[CH:24]=[C:23]([CH3:25])[N:22]([CH2:26][C:27]3[CH:32]=[CH:31][C:30]([O:33][CH3:34])=[CH:29][CH:28]=3)[C:21]=12>CN1CCCC1=O>[CH2:1]([O:8][C:16]1[N:17]=[N:18][CH:19]=[C:20]2[CH:24]=[C:23]([CH3:25])[N:22]([CH2:26][C:27]3[CH:32]=[CH:31][C:30]([O:33][CH3:34])=[CH:29][CH:28]=3)[C:21]=12)[C:2]1[CH:7]=[CH:6][CH:5]=[CH:4][CH:3]=1 |f:1.2|. Reported procedure: 5.63 g (52 mmol) of benzyl alcohol, 90 ml of N-methylpyrrolidone, 9.75 g (87mmol) of potassium tert-butoxide, 0.46 g (1.74 mmol) of [18]crown-6 and 5.0 g (17 mmol) of 7-chloro-1-(4-methoxybenzyl)-2-methylpyrrolo[2,3-d]pyridazine are reacted at room temperature for 2 h. Purification: crystallization from ethyl acetate, concentration of the mother liquor and chromatography on silica gel (eluent: toluene/dioxane =9:1). Yield: 80%, m.p.: 152°-156° C. The reactants are N[C@@H](CCC(=O)OCC)C(=O)OCC (diethyl glutamate), [OH-].[NH4+] (ammonium hydroxide). Conditions: time 10 hour. Yields the product N1C(CCC1C(=O)N)=O (2-pyrrolidone-5-carboxamide). Yield: 78.6%. RXN SMILES: [NH2:1][C@H:2]([C:10]([O:12]CC)=O)[CH2:3][CH2:4][C:5](OCC)=[O:6].[OH-].[NH4+:16]>>[NH:1]1[CH:2]([C:10]([NH2:16])=[O:12])[CH2:3][CH2:4][C:5]1=[O:6] |f:1.2|. Reported procedure: A mixture of 575 g diethyl glutamate and 700 ml concentrated ammonium hydroxide was stirred for 10 hours, and kept in the freezer at (-20° C.) for 5 hours. The resulting white crystalline solid was filtered, washed with 500 ml ethanol followed by 200 ml ether and dried in a vacuum oven at 70° C. for 16 hours to remove the water of crystallization giving 270 g (78.6%) of white crystalline 2-pyrrolidone-5-carboxamide. Product: COC(CCCN1CCC(O)(c2ccc(Cl)cc2)CC1)(OC)c1ccc(F)cc1. Reactants: COC(CCCCl)(OC)c1ccc(F)cc1, Cc1ccccc1, OC1(c2ccc(Cl)cc2)CCNCC1, Cl, [I-], [K+], [K+], [OH-], O. Reaction SMILES: [CH3:20][O:21][C:22]([CH2:23][CH2:24][CH2:25][Cl:26])([c:27]1[cH:28][cH:29][c:30]([F:33])[cH:31][cH:32]1)[O:34][CH3:35].[CH3:36][c:37]1[cH:38][cH:39][cH:40][cH:41][cH:42]1.[Cl:2][c:3]1[cH:4][cH:5][c:6]([C:9]2([OH:15])[CH2:10][CH2:11][NH:12][CH2:13][CH2:14]2)[cH:7][cH:8]1.[ClH:1].[I-:17].[K+:16].[K+:19].[OH-:18].[OH2:43]>>[Cl:2][c:3]1[cH:4][cH:5][c:6]([C:9]2([OH:15])[CH2:10][CH2:11][N:12]([CH2:25][CH2:24][CH2:23][C:22]([O:21][CH3:20])([c:27]3[cH:28][cH:29][c:30]([F:33])[cH:31][cH:32]3)[O:34][CH3:35])[CH2:13][CH2:14]2)[cH:7][cH:8]1. Starting materials: C1(=CC=CC=C1)C(C1=CC=CC=C1)N (diphenylmethylamine), ClCC(=O)N (chloroacetamide), C([O-])(O)=O.[Na+] (sodium bicarbonate). The solvent is C(C)O (ethanol). Product: C1(=CC=CC=C1)C(C1=CC=CC=C1)NCC(=O)N (2-diphenylmethylaminoacetamide). RXN SMILES: [C:1]1([CH:7]([NH2:14])[C:8]2[CH:13]=[CH:12][CH:11]=[CH:10][CH:9]=2)[CH:6]=[CH:5][CH:4]=[CH:3][CH:2]=1.Cl[CH2:16][C:17]([NH2:19])=[O:18].C(=O)(O)[O-].[Na+]>C(O)C>[C:1]1([CH:7]([NH:14][CH2:16][C:17]([NH2:19])=[O:18])[C:8]2[CH:9]=[CH:10][CH:11]=[CH:12][CH:13]=2)[CH:6]=[CH:5][CH:4]=[CH:3][CH:2]=1 |f:2.3|. Procedure: A reaction vessel was charged with 18.3 g (100 mmole) of diphenylmethylamine dissolved in 250 ml of ethanol. Then a mixture of 9.35 g (100 mmole) of chloroacetamide and 8.4 g (100 mmole) of sodium bicarbonate was added and the suspension was brought to reflux and held at reflux for 3 days. Solvent was evaporated under reduced pressure and the residue was dissolved in dichloromethane. The organic phase was washed with water, dried over potassium carbonate and solvent was evaporated. The resulting...